describe an organic reaction: reactants, conditions, products, and yield From a dataset of the Open Reaction Database (ORD), a public repository of structured organic reaction records. Conditions: time 10 minute. Procedure details: Potassium thiocyanate (1.50 g, 3.53 mmol) was suspended in acetic acid (15 mL), and the mixture was stirred at room temperature for 10 min. A solution of N-{5-[(5-aminopyridin-2-yl)oxy]-4-chloro-2-fluorophenyl}-3-(1-cyano-1-methylethyl)benzamide (1.42 g, 3.22 mmol) in acetic acid (15 mL) was added to the obtained solution, and the mixture was further stirred at room temperature for 10 min. A solution of bromine (591 mg, 3.70 mmol) in acetic acid (10 mL) was slowly added dropwise to the obtained ... As a reaction SMILES: [S-:1][C:2]#[N:3].[K+].[NH2:5][C:6]1[CH:7]=[CH:8][C:9]([O:12][C:13]2[C:14]([Cl:34])=[CH:15][C:16]([F:33])=[C:17]([NH:19][C:20](=[O:32])[C:21]3[CH:26]=[CH:25][CH:24]=[C:23]([C:27]([C:30]#[N:31])([CH3:29])[CH3:28])[CH:22]=3)[CH:18]=2)=[N:10][CH:11]=1.BrBr>C(O)(=O)C>[NH2:3][C:2]1[S:1][C:11]2[C:6]([N:5]=1)=[CH:7][CH:8]=[C:9]([O:12][C:13]1[C:14]([Cl:34])=[CH:15][C:16]([F:33])=[C:17]([NH:19][C:20](=[O:32])[C:21]3[CH:26]=[CH:25][CH:24]=[C:23]([C:27]([C:30]#[N:31])([CH3:29])[CH3:28])[CH:22]=3)[CH:18]=1)[N:10]=2 |f:0.1|. Run in C(C)(=O)O (acetic acid), C(C)(=O)O (acetic acid), C(C)(=O)O (acetic acid). The yield is 90.9%. Reactants: [S-]C#N.[K+] (Potassium thiocyanate), NC=1C=CC(=NC1)OC=1C(=CC(=C(C1)NC(C1=CC(=CC=C1)C(C)(C)C#N)=O)F)Cl (N-{5-[(5-aminopyridin-2-yl)oxy]-4-chloro-2-fluorophenyl}-3-(1-cyano-1-methylethyl)benzamide), BrBr (bromine). The product is NC=1SC2=NC(=CC=C2N1)OC=1C(=CC(=C(C1)NC(C1=CC(=CC=C1)C(C)(C)C#N)=O)F)Cl (N-{5-[(2-amino[1,3]thiazolo[5,4-b]pyridin-5-yl)oxy]-4-chloro-2-fluorophenyl}-3-(1-cyano-1-methylethyl)benzamide). Reactants: C=CCBr, COC(=O)c1ccc2c(C3CCCCC3)c(-c3ccc(OC)cc3CO[Si](C(C)C)(C(C)C)C(C)C)[nH]c2c1, [H-], [Na+], CN(C)C=O. Yields the product C=CCn1c(-c2ccc(OC)cc2CO[Si](C(C)C)(C(C)C)C(C)C)c(C2CCCCC2)c2ccc(C(=O)OC)cc21. As a reaction SMILES: [CH2:42]([CH:43]=[CH2:44])[Br:45].[CH:1]1([c:7]2[c:8](-[c:20]3[c:21]([CH2:28][O:29][Si:30]([CH:31]([CH3:32])[CH3:33])([CH:34]([CH3:35])[CH3:36])[CH:37]([CH3:38])[CH3:39])[cH:22][c:23]([O:26][CH3:27])[cH:24][cH:25]3)[nH:9][c:10]3[cH:11][c:12]([C:16](=[O:17])[O:18][CH3:19])[cH:13][cH:14][c:15]23)[CH2:2][CH2:3][CH2:4][CH2:5][CH2:6]1.[H-:41].[Na+:40].[O:46]=[CH:47][N:48]([CH3:49])[CH3:50]>>[CH:1]1([c:7]2[c:8](-[c:20]3[c:21]([CH2:28][O:29][Si:30]([CH:31]([CH3:32])[CH3:33])([CH:34]([CH3:35])[CH3:36])[CH:37]([CH3:38])[CH3:39])[cH:22][c:23]([O:26][CH3:27])[cH:24][cH:25]3)[n:9]([CH2:44][CH:43]=[CH2:42])[c:10]3[cH:11][c:12]([C:16](=[O:17])[O:18][CH3:19])[cH:13][cH:14][c:15]23)[CH2:2][CH2:3][CH2:4][CH2:5][CH2:6]1. Reactants: O=C([O-])[O-], CCOC(=O)c1sc(-n2cn[nH]c2=O)nc1C, Cc1ccc(S(=O)(=O)OCCC2CC2)cc1, CC(C)=O, [K+], [K+]. Yields the product CCOC(=O)c1sc(-n2cnn(CCC3CC3)c2=O)nc1C. RXN SMILES: [C:18](=[O:19])([O-:20])[O-:21].[CH3:1][c:2]1[n:3][c:4](-[n:12]2[cH:13][n:14][nH:15][c:16]2=[O:17])[s:5][c:6]1[C:7](=[O:8])[O:9][CH2:10][CH3:11].[CH3:24][c:25]1[cH:26][cH:27][c:28]([S:29]([O:30][CH2:35][CH2:36][CH:37]2[CH2:38][CH2:39]2)(=[O:31])=[O:32])[cH:33][cH:34]1.[CH3:40][C:41](=[O:42])[CH3:43].[K+:22].[K+:23]>>[CH3:1][c:2]1[n:3][c:4](-[n:12]2[cH:13][n:14][n:15]([CH2:35][CH2:36][CH:37]3[CH2:38][CH2:39]3)[c:16]2=[O:17])[s:5][c:6]1[C:7](=[O:8])[O:9][CH2:10][CH3:11].